This data is from the Open Reaction Database (ORD), a public repository of structured organic reaction records. The task is: describe an organic reaction: reactants, conditions, products, and yield Reactants: Intermediate 1, C(=O)(C(F)(F)F)O (TFA), NCCC1=CNC2=CC=CC=C12 (tryptamine), FC=1C=C(C=O)C=CC1F (3,4-difluorobenzaldehyde). The product is FC=1C=C(C=CC1F)C1NCCC=2C3=CC=CC=C3NC12 (1-(3,4-Difluorophenyl)-2,3,4,9-tetrahydro-1H-β-carboline). Yield: 81.9%. RXN SMILES: [NH2:1][CH2:2][CH2:3][C:4]1[C:12]2[C:7](=[CH:8][CH:9]=[CH:10][CH:11]=2)[NH:6][CH:5]=1.[F:13][C:14]1[CH:15]=[C:16]([CH:19]=[CH:20][C:21]=1[F:22])[CH:17]=O.C(O)(C(F)(F)F)=O>>[F:13][C:14]1[CH:15]=[C:16]([CH:17]2[C:5]3[NH:6][C:7]4[C:12](=[CH:11][CH:10]=[CH:9][CH:8]=4)[C:4]=3[CH2:3][CH2:2][NH:1]2)[CH:19]=[CH:20][C:21]=1[F:22]. Procedure: This product was prepared using the same procedure as for Intermediate 1 with tryptamine (5.4 g, 33.5 mmol), 3,4-difluorobenzaldehyde (5.0 g, 1.05 equiv.) and TFA (5.2 mL, 2 equiv.) to give the title compound (7.8 g, 82%) as white crystals.